This data is from the Open Reaction Database (ORD), a public repository of structured organic reaction records. The task is: describe an organic reaction: reactants, conditions, products, and yield The reactants are [N+](=[N-])=C1C(CCCC1=O)=O (2-diazo-cyclohexane-1,3-dione), IC=1C=C(N)C=CC1 (3-iodoaniline). Product: IC=1C=C(C=CC1)N(C1=C(CCCC1=O)O)C1=C(CCCC1=O)O (3-Iodo-[bis-(2-hydroxy-6-oxo-cyclohex-1-enyl)-amino]-benzene). Reaction SMILES: [N+:1](=[C:3]1[C:8](=[O:9])[CH2:7][CH2:6][CH2:5][C:4]1=[O:10])=[N-].[I:11][C:12]1[CH:13]=[C:14]([CH:16]=[CH:17][CH:18]=1)N>>[I:11][C:12]1[CH:13]=[C:14]([N:1]([C:3]2[C:8](=[O:9])[CH2:7][CH2:6][CH2:5][C:4]=2[OH:10])[C:3]2[C:8](=[O:9])[CH2:7][CH2:6][CH2:5][C:4]=2[OH:10])[CH:16]=[CH:17][CH:18]=1. Procedure: Following the procedure described in the Example 1, using 2-diazo-cyclohexane-1,3-dione and 3-iodoaniline as starting materials to yield the title compound as a white solid.